Dataset: the Open Reaction Database (ORD), a public repository of structured organic reaction records. Task: describe an organic reaction: reactants, conditions, products, and yield Starting materials: chlorides, FC(C1=CC(=CC(N1)=O)C1=CC=C(C=C1)C(F)(F)F)(F)F (6-trifluoromethyl-4-(4-trifluoromethylphenyl)-1H-pyridin-2-one), P(=O)(Cl)(Cl)Cl (phosphoryl chloride). Product: ClC1=NC(=CC(=C1)C1=CC=C(C=C1)C(F)(F)F)C(F)(F)F (2-Chloro-6-trifluoromethyl-4-(4-trifluoromethyl-phenyl)-pyridine), solid. Isolated yield 66.0%. Reaction SMILES: [F:1][C:2]([F:21])([F:20])[C:3]1[NH:8][C:7](=O)[CH:6]=[C:5]([C:10]2[CH:15]=[CH:14][C:13]([C:16]([F:19])([F:18])[F:17])=[CH:12][CH:11]=2)[CH:4]=1.P(Cl)(Cl)([Cl:24])=O>>[Cl:24][C:7]1[CH:6]=[C:5]([C:10]2[CH:15]=[CH:14][C:13]([C:16]([F:19])([F:18])[F:17])=[CH:12][CH:11]=2)[CH:4]=[C:3]([C:2]([F:21])([F:20])[F:1])[N:8]=1. Reported procedure: The title compound was prepared from 6-trifluoromethyl-4-(4-trifluoromethylphenyl)-1H-pyridin-2-one (23.7 g, 77 mmol) and phosphoryl chloride (35.2 mL, 386 mmol) according to the general procedure Ia to d preparation of chlorides. Obtained as an off-white solid (16.5 g, 66%). MS (ISP) 326.1 [(M+H)+] and 328 [(M+2+H)+]. Starting materials: resultant suspension, O (water), C1(=CC=CC=C1)C=1OC2=C(N1)C=CC(=C2)C=O (2-phenyl-6-formyl-benzoxazole), C(C)OP(=O)(OCC)CC1=CC=C(C=C1)C=1OC2=C(N1)C=C(C=C2)Cl (2-(p-diethylphosphonomethylphenyl)-5-chloro-benzoxazole), sodium tert.butylate. The solvent is CN(C=O)C (dimethyl formamide). The product is C1(=CC=CC=C1)C=1OC2=C(N1)C=CC(=C2)C=CC2=CC=C(C=C2)C=2OC1=C(N2)C=C(C=C1)Cl (1-(2-phenylbenzoxazol-6-yl)-2-[4'-(5-chlorbenzoxazol-2-yl)-phenyl]-ethylene). Isolated yield 33.4%. As a reaction SMILES: [C:1]1([C:7]2[O:8][C:9]3[CH:15]=[C:14]([CH:16]=O)[CH:13]=[CH:12][C:10]=3[N:11]=2)[CH:6]=[CH:5][CH:4]=[CH:3][CH:2]=1.C(OP([CH2:26][C:27]1[CH:32]=[CH:31][C:30]([C:33]2[O:34][C:35]3[CH:41]=[CH:40][C:39]([Cl:42])=[CH:38][C:36]=3[N:37]=2)=[CH:29][CH:28]=1)(OCC)=O)C.O>CN(C)C=O>[C:1]1([C:7]2[O:8][C:9]3[CH:15]=[C:14]([CH:16]=[CH:26][C:27]4[CH:28]=[CH:29][C:30]([C:33]5[O:34][C:35]6[CH:41]=[CH:40][C:39]([Cl:42])=[CH:38][C:36]=6[N:37]=5)=[CH:31][CH:32]=4)[CH:13]=[CH:12][C:10]=3[N:11]=2)[CH:2]=[CH:3][CH:4]=[CH:5][CH:6]=1. Procedure details: A solution of 4.46 g (0.02 mole) of 2-phenyl-6-formyl-benzoxazole of the formula ##STR29## (melting point: 133°-135° C.) and 7.59 g (0.02 mole) of 2-(p-diethylphosphonomethylphenyl)-5-chloro-benzoxazole of the formula ##STR30## (melting point: 96°-98°) in 80 ml of dimethyl formamide is heated to 40° C. Then 2.1 g (0.022 mole) of sodium tert.butylate are added in small amounts to the solution over the course of 30 minutes and the resultant suspension is further stirred for 4 hours at 40° C. The r... The reactants are 10, C(C=C)#N (acrylonitrile), C=CC1=CC=CC=C1 (styrene), [O-]O.C1(=CC=CC=C1)C(C)C (cumene hydroperoxide), 10, C(C=C)#N (acrylonitrile), C=CC1=CC=CC=C1 (styrene), C(CCCCCCC)S (n-octylmercaptan), [O-]O.C1(=CC=CC=C1)C(C)C (cumene hydroperoxide). Run at time 2 hour. Yields the product C(C=C)#N.C=CC1=CC=CC=C1 (acrylonitrile styrene). Reaction SMILES: [C:1](#[N:4])[CH:2]=[CH2:3].[CH2:5]=[CH:6][C:7]1[CH:12]=[CH:11][CH:10]=[CH:9][CH:8]=1.[O-]O.C1(C(C)C)C=CC=CC=1.C(S)CCCCCCC>>[C:1](#[N:4])[CH:2]=[CH2:3].[CH2:5]=[CH:6][C:7]1[CH:12]=[CH:11][CH:10]=[CH:9][CH:8]=1 |f:2.3,5.6|. Reported procedure: After the liquid temperature of the latex lowered to 60° C., a mixed solution of 10 parts of acrylonitrile, 23.3 parts of styrene and 0.1 part of cumene hydroperoxide was added dropwise thereto over 2 hours to carry out polymerization. After the finish of dropping, the temperature of 60° C. was kept for 1 hour, and then a mixed solution of 10 parts of acrylonitrile, 23.3 parts of styrene, 0.03 part of n-octylmercaptan and 0.1 part of cumene hydroperoxide was again added dropwise thereto over 2 h... Reactants: N1CC(CCC1)OC=1C=C2C=NNC2=CC1 (5-(piperidin-3-yloxy)-1H-indazole), ICCO (2-iodoethanol), C([O-])([O-])=O.[K+].[K+] (potassium carbonate). Run in CN(C=O)C (N,N-dimethylformamide). Conditions: time 24 hour. Yields the product N1N=CC2=CC(=CC=C12)OC1CN(CCC1)CCO (2-[3-(1H-indazol-5-yloxy)piperidin-1-yl]ethanol). Yield: 32.5%. Reaction SMILES: [NH:1]1[CH2:6][CH2:5][CH2:4][CH:3]([O:7][C:8]2[CH:9]=[C:10]3[C:14](=[CH:15][CH:16]=2)[NH:13][N:12]=[CH:11]3)[CH2:2]1.I[CH2:18][CH2:19][OH:20].C(=O)([O-])[O-].[K+].[K+]>CN(C)C=O>[NH:13]1[C:14]2[C:10](=[CH:9][C:8]([O:7][CH:3]3[CH2:4][CH2:5][CH2:6][N:1]([CH2:18][CH2:19][OH:20])[CH2:2]3)=[CH:16][CH:15]=2)[CH:11]=[N:12]1 |f:2.3.4|. Procedure details: A mixture of the 5-(piperidin-3-yloxy)-1H-indazole (43 mg, 0.20 mmol) obtained in Example 377, 2-iodoethanol (84 mg, 0.49 mmol), potassium carbonate (70 mg, 0.50 mmol) and N,N-dimethylformamide (1 ml) was stirred at room temperature for 24 hours. The precipitate was removed by filtration and the solvent was distilled off as an azeotrope with toluene. The residue oil was purified by a silica gel column chromatography (eluent: ethyl acetate/triethylamine/ethanol=20/1/1) to obtain 2-[3-(1H-indazol-... Starting materials: COc1cc(CCl)cc(OC)c1OC, Cc1ccccc1, Cl, c1ccc(C(CCN2CCNCC2)c2ccccc2)cc1. Yields the product Cl, Cl, COc1cc(CN2CCN(CCC(c3ccccc3)c3ccccc3)CC2)cc(OC)c1OC. RXN SMILES: [CH3:22][O:23][c:24]1[cH:25][c:26]([CH2:27][Cl:28])[cH:29][c:30]([O:34][CH3:35])[c:31]1[O:32][CH3:33].[CH3:37][c:38]1[cH:39][cH:40][cH:41][cH:42][cH:43]1.[ClH:36].[c:1]1([CH:7]([CH2:8][CH2:9][N:10]2[CH2:11][CH2:12][NH:13][CH2:14][CH2:15]2)[c:16]2[cH:17][cH:18][cH:19][cH:20][cH:21]2)[cH:2][cH:3][cH:4][cH:5][cH:6]1>>[ClH:28].[ClH:36].[c:1]1([CH:7]([CH2:8][CH2:9][N:10]2[CH2:11][CH2:12][N:13]([CH2:27][c:26]3[cH:25][c:24]([O:23][CH3:22])[c:31]([O:32][CH3:33])[c:30]([O:34][CH3:35])[cH:29]3)[CH2:14][CH2:15]2)[c:16]2[cH:17][cH:18][cH:19][cH:20][cH:21]2)[cH:2][cH:3][cH:4][cH:5][cH:6]1. Starting materials: C(C1=CC=CC=C1)C=1N=NC2=C(C=CC=C2C1C=1C=C(C=CC1)N)Cl ([3-(3-benzyl-8-chlorocinnolin-4-yl)phenyl]amine), CC1=C(C=O)C=CC=C1C (2,3-dimethylbenzaldehyde). The product is C(C1=CC=CC=C1)C=1N=NC2=C(C=CC=C2C1C=1C=C(C=CC1)NCC1=C(C(=CC=C1)C)C)Cl ([3-(3-Benzyl-8-chlorocinnolin-4-yl)phenyl](2,3-dimethylbenzyl)amine). Reaction SMILES: [CH2:1]([C:8]1[N:9]=[N:10][C:11]2[C:16]([C:17]=1[C:18]1[CH:19]=[C:20]([NH2:24])[CH:21]=[CH:22][CH:23]=1)=[CH:15][CH:14]=[CH:13][C:12]=2[Cl:25])[C:2]1[CH:7]=[CH:6][CH:5]=[CH:4][CH:3]=1.[CH3:26][C:27]1[C:34]([CH3:35])=[CH:33][CH:32]=[CH:31][C:28]=1[CH:29]=O>>[CH2:1]([C:8]1[N:9]=[N:10][C:11]2[C:16]([C:17]=1[C:18]1[CH:19]=[C:20]([NH:24][CH2:29][C:28]3[CH:31]=[CH:32][CH:33]=[C:34]([CH3:35])[C:27]=3[CH3:26])[CH:21]=[CH:22][CH:23]=1)=[CH:15][CH:14]=[CH:13][C:12]=2[Cl:25])[C:2]1[CH:7]=[CH:6][CH:5]=[CH:4][CH:3]=1. Procedure: The title compound was prepared from [3-(3-benzyl-8-chlorocinnolin-4-yl)phenyl]amine and 2,3-dimethylbenzaldehyde according to the procedure of Step 5 Example 6. MS (ESI) m/z 464. Starting materials: COC(=O)c1cc(C=Cc2cc(OC)ccc2OC)ccc1NC(C)=O, CCOC(C)=O, [H][H], [Pd]. Yields the product COC(=O)c1cc(CCc2cc(OC)ccc2OC)ccc1NC(C)=O. As a reaction SMILES: [CH3:1][O:2][C:3]([c:4]1[c:5]([NH:22][C:23]([CH3:24])=[O:25])[cH:6][cH:7][c:8]([CH:10]=[CH:11][c:12]2[c:13]([O:20][CH3:21])[cH:14][cH:15][c:16]([O:18][CH3:19])[cH:17]2)[cH:9]1)=[O:26].[CH3:29][CH2:30][O:31][C:32](=[O:33])[CH3:34].[H:27][H:28].[Pd:35]>>[CH3:1][O:2][C:3]([c:4]1[c:5]([NH:22][C:23]([CH3:24])=[O:25])[cH:6][cH:7][c:8]([CH2:10][CH2:11][c:12]2[c:13]([O:20][CH3:21])[cH:14][cH:15][c:16]([O:18][CH3:19])[cH:17]2)[cH:9]1)=[O:26].